describe an organic reaction: reactants, conditions, products, and yield From a dataset of the Open Reaction Database (ORD), a public repository of structured organic reaction records. Starting materials: NC=O, O=c1ccc(-c2ccccc2O)n[nH]1, O=P(Cl)(Cl)Cl. Yields the product Oc1ccccc1-c1ccc(Cl)nn1. RXN SMILES: [CH:20]([NH2:21])=[O:22].[OH:1][c:2]1[c:3](-[c:8]2[cH:9][cH:10][c:11](=[O:14])[nH:12][n:13]2)[cH:4][cH:5][cH:6][cH:7]1.[P:15]([Cl:16])([Cl:17])([Cl:18])=[O:19]>>[OH:1][c:2]1[c:3](-[c:8]2[cH:9][cH:10][c:11]([Cl:17])[n:12][n:13]2)[cH:4][cH:5][cH:6][cH:7]1. Starting materials: FC(C(=O)NC(CC1=C(C=C(C(=C1)F)F)F)CC(N1CC=2N(CC1)C(=NN2)C(F)(F)F)=O)(F)F (N-trifluoroacetyl-4-oxo-4-[3-(trifluoromethyl)-5,6-dihydro[1,2,4]triazolo[4,3-a]pyrazin-7(8H)-yl]-1-(2,4,5-trifluorophenyl)butan-2-amine), O.[OH-].[Li+] (lithium hydroxide monohydrate). Solvent: three, CO (MeOH), O (water). Reaction conditions: temperature 27.5 celsius, time 24 hour. Product: O=C(CC(CC1=C(C=C(C(=C1)F)F)F)N)N1CC=2N(CC1)C(=NN2)C(F)(F)F (4-oxo-4-[3-(trifluoromethyl)-5,6-dihydro[1,2,4]triazolo[4,3-a]pyrazin-7(8H)-yl]-1-(2,4,5-trifluorophenyl)butan-2-amine). The yield is 38.6%. As a reaction SMILES: FC(F)(F)C([NH:5][CH:6]([CH2:17][C:18](=[O:32])[N:19]1[CH2:24][CH2:23][N:22]2[C:25]([C:28]([F:31])([F:30])[F:29])=[N:26][N:27]=[C:21]2[CH2:20]1)[CH2:7][C:8]1[CH:13]=[C:12]([F:14])[C:11]([F:15])=[CH:10][C:9]=1[F:16])=O.O.[OH-].[Li+]>CO.O>[O:32]=[C:18]([N:19]1[CH2:24][CH2:23][N:22]2[C:25]([C:28]([F:31])([F:30])[F:29])=[N:26][N:27]=[C:21]2[CH2:20]1)[CH2:17][CH:6]([NH2:5])[CH2:7][C:8]1[CH:13]=[C:12]([F:14])[C:11]([F:15])=[CH:10][C:9]=1[F:16] |f:1.2.3|. Reported procedure: In a 25 mL three neck flask (2S) N-trifluoroacetyl-4-oxo-4-[3-(trifluoromethyl)-5,6-dihydro[1,2,4]triazolo[4,3-a]pyrazin-7(8H)-yl]-1-(2,4,5-trifluorophenyl)butan-2-amine (wt.-0.250 g, % Purity by HPLC-96.5%) was dissolved in a mixture of MeOH (2.5 mL) and water (0.5 mL) at 25-30° C. To the reaction mixture lithium hydroxide monohydrate (21 mg) was added. It was stirred at 0 to 5° C. for 4 h and at 25 to 30° C. for 24 h. Distilled out solvent at reduced pressure on Buchi rotavapour. To the thick ... Starting materials: Cl.FC(C=1C=C(C=CC1)N1CCN(CC1)CCCCN1N=CC(NC1=O)=O)(F)F (2-(4-(4-(3-trifluoromethylphenyl)piperazino)butyl)-3,5-dioxo-(2H,4H)-1,2,4-triazine hydrochloride), IC (iodomethane), suspension, [H-].[Na+] (sodium hydride), paraffin. Run in CN(C)C=O (DMF). The product is CN1C(N(N=CC1=O)CCCCN1CCN(CC1)C1=CC(=CC=C1)C(F)(F)F)=O (4-methyl-2-(4-(4-(3-trifluoromethyl-phenyl)piperazino)butyl)-3,5-dioxo-(2H,4H) -1,2,4-triazine). As a reaction SMILES: Cl.[F:2][C:3]([F:29])([F:28])[C:4]1[CH:5]=[C:6]([N:10]2[CH2:15][CH2:14][N:13]([CH2:16][CH2:17][CH2:18][CH2:19][N:20]3[C:25](=[O:26])[NH:24][C:23](=[O:27])[CH:22]=[N:21]3)[CH2:12][CH2:11]2)[CH:7]=[CH:8][CH:9]=1.[H-].[Na+].I[CH3:33]>CN(C=O)C>[CH3:33][N:24]1[C:23](=[O:27])[CH:22]=[N:21][N:20]([CH2:19][CH2:18][CH2:17][CH2:16][N:13]2[CH2:12][CH2:11][N:10]([C:6]3[CH:7]=[CH:8][CH:9]=[C:4]([C:3]([F:2])([F:28])[F:29])[CH:5]=3)[CH2:15][CH2:14]2)[C:25]1=[O:26] |f:0.1,2.3|. Procedure: The compound 1 (3.77 g; 0.009 mol is added dropwise to a 60% suspension of sodium hydride in paraffin oil (0.77 g; 0.019 mol) in DMF (50 ml), followed, after stirring for 2 hours at room temperature, by iodomethane (1.4 g; 0.01 mol). After leaving overnight at room temperature, the mixture is concentrated to dryness under vacuum and then the residue is taken up in water (100 ml) and extracted with ethyl ether (2×50 ml). The dried organic phases (Na2SO4) are concentrated to dryness under vacuum t... The reactants are ClC1=C(C=C(N)C=C1)[N+](=O)[O-] (4-chloro-3-nitroaniline), ClCC(=O)Cl (chloroacetyl chloride). Yields the product ClCC(=O)NC1=CC(=C(C=C1)Cl)[N+](=O)[O-] (2-chloro-N-(4-chloro-3-nitrophenyl)acetamide). Reaction SMILES: [Cl:1][C:2]1[CH:8]=[CH:7][C:5]([NH2:6])=[CH:4][C:3]=1[N+:9]([O-:11])=[O:10].[Cl:12][CH2:13][C:14](Cl)=[O:15]>>[Cl:12][CH2:13][C:14]([NH:6][C:5]1[CH:7]=[CH:8][C:2]([Cl:1])=[C:3]([N+:9]([O-:11])=[O:10])[CH:4]=1)=[O:15]. Procedure details: The method described in Referential Example 502 was performed by use of 4-chloro-3-nitroaniline and chloroacetyl chloride, whereby the title compound was obtained. Reactants: CCOC(=O)C(=O)CBr, CON, CCO, Cl. Yields the product CCOC(=O)C(CBr)=NOC. RXN SMILES: [Br:1][CH2:2][C:3]([C:4](=[O:5])[O:6][CH2:7][CH3:8])=[O:9].[CH3:11][O:12][NH2:13].[CH3:14][CH2:15][OH:16].[ClH:10]>>[Br:1][CH2:2][C:3]([C:4](=[O:5])[O:6][CH2:7][CH3:8])=[N:13][O:12][CH3:11]. Starting materials: S(=S)(=O)([O-])[O-].[Na+].[Na+] (sodium thiosulfate), C(CCC)OCCOC1=CC=C(C=C1)C=1C=CC2=C(C=C(CCN2CC(C)C)C(=O)NC2=CC=C(C=C2)SCC2=NN=C(N2CC(C)C)SCC)C1 (7-[4-(2-butoxyethoxy)phenyl]-N-[4-(5-ethylthio-4-isobutyl-4H-1,2,4-triazol-3-ylmethylthio)phenyl]-1-isobutyl-2,3-dihydro-1H-benzazepine-4-carboxamide), ClC1=CC(=CC=C1)C(=O)OO (3-chloroperbenzoic acid). The solvent is ClCCl (dichloromethane), ClCCl (dichloromethane). Run at temperature -78 celsius, time 1 hour. Product: C(CCC)OCCOC1=CC=C(C=C1)C=1C=CC2=C(C=C(CCN2CC(C)C)C(=O)NC2=CC=C(C=C2)S(=O)CC2=NN=C(N2CC(C)C)SCC)C1 (7-[4-(2-butoxyethoxy)phenyl]-N-[4-(5-ethylthio-4-isobutyl-4H-1,2,4-triazol-3-ylmethylsulfinyl)phenyl]-1-isobutyl-2,3-dihydro-1H-benzazepine-4-carboxamide). The yield is 80.7%. Reaction SMILES: [CH2:1]([O:5][CH2:6][CH2:7][O:8][C:9]1[CH:14]=[CH:13][C:12]([C:15]2[CH:16]=[CH:17][C:18]3[N:24]([CH2:25][CH:26]([CH3:28])[CH3:27])[CH2:23][CH2:22][C:21]([C:29]([NH:31][C:32]4[CH:37]=[CH:36][C:35]([S:38][CH2:39][C:40]5[N:44]([CH2:45][CH:46]([CH3:48])[CH3:47])[C:43]([S:49][CH2:50][CH3:51])=[N:42][N:41]=5)=[CH:34][CH:33]=4)=[O:30])=[CH:20][C:19]=3[CH:52]=2)=[CH:11][CH:10]=1)[CH2:2][CH2:3][CH3:4].ClC1C=CC=C(C(OO)=[O:61])C=1.S([O-])([O-])(=O)=S.[Na+].[Na+]>ClCCl>[CH2:1]([O:5][CH2:6][CH2:7][O:8][C:9]1[CH:10]=[CH:11][C:12]([C:15]2[CH:16]=[CH:17][C:18]3[N:24]([CH2:25][CH:26]([CH3:27])[CH3:28])[CH2:23][CH2:22][C:21]([C:29]([NH:31][C:32]4[CH:33]=[CH:34][C:35]([S:38]([CH2:39][C:40]5[N:44]([CH2:45][CH:46]([CH3:48])[CH3:47])[C:43]([S:49][CH2:50][CH3:51])=[N:42][N:41]=5)=[O:61])=[CH:36][CH:37]=4)=[O:30])=[CH:20][C:19]=3[CH:52]=2)=[CH:13][CH:14]=1)[CH2:2][CH2:3][CH3:4] |f:2.3.4|. Procedure details: To a solution of 7-[4-(2-butoxyethoxy)phenyl]-N-[4-(5-ethylthio-4-isobutyl-4H-1,2,4-triazol-3-ylmethylthio)phenyl]-1-isobutyl-2,3-dihydro-1H-benzazepine-4-carboxamide (697 mg) in dichloromethane (15 ml) was added dropwise a solution of 3-chloroperbenzoic acid (70%, 0.35 g) in dichloromethane (10 ml) at −78° C., and the mixture was stirred for 1 hour at −78° C. To the reaction solution was added sodium thiosulfate solution at room temperature and the mixture was stirred for several minutes. The m... Starting materials: CC(C)=O, Cl, O=N[O-], COC(=O)c1cc(Cl)ccc1Oc1ccc(N)cn1, N, [Na+], O. The product is COC(=O)c1cc(Cl)ccc1Oc1ccc(Cl)cn1. RXN SMILES: [CH3:27][C:28](=[O:29])[CH3:30].[ClH:25].[N:20]([O-:21])=[O:22].[NH2:1][c:2]1[cH:3][cH:4][c:5]([O:8][c:9]2[c:10]([C:11](=[O:12])[O:13][CH3:14])[cH:15][c:16]([Cl:19])[cH:17][cH:18]2)[n:6][cH:7]1.[NH3:24].[Na+:23].[OH2:26]>>[c:2]1([Cl:25])[cH:3][cH:4][c:5]([O:8][c:9]2[c:10]([C:11](=[O:12])[O:13][CH3:14])[cH:15][c:16]([Cl:19])[cH:17][cH:18]2)[n:6][cH:7]1. Reactants: O1CCCC1 (tetrahydrofuran), ClC=1C(=NC=C(C1OCC(F)(F)F)Cl)C(=O)N (3,5-dichloro-4-(2,2,2-trifluoroethoxy)pyridine-2-carboxamide), oxime, C(=O)(N1C=NC=C1)N1C=NC=C1 (1,1′-carbonyldiimidazole), N12CCCCCC2=NCCC1 (1,8-diazabicyclo[5,4,0]undec-7-ene). Run in O (water). Run at time 2 hour. Yields the product ClC=1C(=NC=C(C1OCC(F)(F)F)Cl)C=1NOC(N1)=O (3-[3,5-dichloro-4-(2,2,2-trifluoroethoxy)pyridin-2-yl]-1,2,4-oxadiazol-5-one). Reaction SMILES: [O:1]1CCCC1.[Cl:6][C:7]1[C:8]([C:20]([NH2:22])=O)=[N:9][CH:10]=[C:11]([Cl:19])[C:12]=1[O:13][CH2:14][C:15]([F:18])([F:17])[F:16].[C:23]([N:30]1C=CN=C1)(N1C=CN=C1)=[O:24].N12CCCN=C1CCCCC2>O>[Cl:6][C:7]1[C:8]([C:20]2[NH:22][O:1][C:23](=[O:24])[N:30]=2)=[N:9][CH:10]=[C:11]([Cl:19])[C:12]=1[O:13][CH2:14][C:15]([F:18])([F:17])[F:16]. Procedure: To 4 ml of tetrahydrofuran were added 0.55 g of 3,5-dichloro-4-(2,2,2-trifluoroethoxy)pyridine-2-carboxamide=oxime and 0.38 g of 1,1′-carbonyldiimidazole, and the mixture was stirred at room temperature for 2 hours. Thereafter, 0.36 g of 1,8-diazabicyclo[5,4,0]undec-7-ene was added at 10° C., and the mixture was stirred for 8 hours. To the reaction solution were added water and a 10% aqueous HCl solution, the resultant solution was extracted with ethyl acetate three times, and the organic layers... Solvent: CO (methanol). Procedure details: A mixture of 2-amino-6-azido-9-[2-(2,2-dimethl-1,3-dioxan-5-yl)ethyl]purine (318 mg, 1.0 mmol), formic acid (0.15 ml, 4.0 mmol), concentrated ammonia (0.22 ml, 4.0 mmol), 10% palladium-on-charcoal (30 mg) and methanol (10 ml) was heated under reflux for 1 hour. The solution was allowed to cool, filtered and the solvent removed. The residue was purified by column chromatography on silica gel eluting with chloroform-methanol mixtures (20:1 and 15:1) to give 2,6-diamino-9-[2-(2,2-dimethyl-1,3-dioxa... The product is NC1=NC(=C2N=CN(C2=N1)CCC1COC(OC1)(C)C)N (2,6-diamino-9-[2-(2,2-dimethyl-1,3-dioxan-5-yl)ethyl]purine). Reagents/catalysts: [Pd] (palladium-on-charcoal). Isolated yield 65.0%. The reactants are NC1=NC(=C2N=CN(C2=N1)CCC1COC(OC1)(C)C)N=[N+]=[N-] (2-amino-6-azido-9-[2-(2,2-dimethl-1,3-dioxan-5-yl)ethyl]purine), C(=O)O (formic acid), N (ammonia). Reaction SMILES: [NH2:1][C:2]1[N:10]=[C:9]2[C:5]([N:6]=[CH:7][N:8]2[CH2:11][CH2:12][CH:13]2[CH2:18][O:17][C:16]([CH3:20])([CH3:19])[O:15][CH2:14]2)=[C:4]([N:21]=[N+]=[N-])[N:3]=1.C(O)=O.N>[Pd].CO>[NH2:1][C:2]1[N:10]=[C:9]2[C:5]([N:6]=[CH:7][N:8]2[CH2:11][CH2:12][CH:13]2[CH2:14][O:15][C:16]([CH3:19])([CH3:20])[O:17][CH2:18]2)=[C:4]([NH2:21])[N:3]=1.